From a dataset of the Open Reaction Database (ORD), a public repository of structured organic reaction records. describe an organic reaction: reactants, conditions, products, and yield Starting materials: [BH3-]C#N.[Na+] (NaCNBH3), O (Water), C(C1=CC=CC=C1)N1CC(CCC1)=O (1-Benzyl-3-piperidinone), N1(C=NC=C1)C1=CC=C(N)C=C1 (4-(imidazol-1-yl)aniline). The reagents and catalysts are CC(C)O[Ti](OC(C)C)(OC(C)C)OC(C)C (Ti(OiPr)4). Solvent: C(C)O (ethanol). Run at time 20 hour. The product is N1(C=NC=C1)C1=CC=C(C=C1)NC1CN(CCC1)CC1=CC=CC=C1 (3-[(4-(imidazol-1-yl)phenyl)amino]-1-benzylpiperidine). The yield is 17.1%. RXN SMILES: [CH2:1]([N:8]1[CH2:13][CH2:12][CH2:11][C:10](=O)[CH2:9]1)[C:2]1[CH:7]=[CH:6][CH:5]=[CH:4][CH:3]=1.[N:15]1([C:20]2[CH:26]=[CH:25][C:23]([NH2:24])=[CH:22][CH:21]=2)[CH:19]=[CH:18][N:17]=[CH:16]1.[BH3-]C#N.[Na+].O>C(O)C.CC(O[Ti](OC(C)C)(OC(C)C)OC(C)C)C>[N:15]1([C:20]2[CH:26]=[CH:25][C:23]([NH:24][CH:10]3[CH2:11][CH2:12][CH2:13][N:8]([CH2:1][C:2]4[CH:7]=[CH:6][CH:5]=[CH:4][CH:3]=4)[CH2:9]3)=[CH:22][CH:21]=2)[CH:19]=[CH:18][N:17]=[CH:16]1 |f:2.3|. Procedure: 1-Benzyl-3-piperidinone (2.07 g, 10 mmol), 4-(imidazol-1-yl)aniline (1.73 g, 1.0 eq.), and Ti(OiPr)4 (3.72 mL, 1.25 eq.) were stirred at ambient temperature for 1.25 hours. The mixture was then diluted with absolute ethanol (10 mL) and NaCNBH3 (0.44 g, 0.67 eq.) was added. The resulting mixture was stirred for 20 hours. Water (2 mL) was added to the mixture with stirring and the resulting precipitate was filtered. Flash column chromatography on silical gel with 1–5% methanol in methylene chlorid... The reactants are CCOC(=O)CCCCCCCCC=C (ethyl 10-undecylenate), [BH4-].[Na+] (sodium borohydride), P(Br)(Br)Br (PBr3), ozonide, hydroxylated ester, ester, OCCCCCCCCCC(=O)OCC (ethyl 10-hydroxydecanoate), ester, ester, hydroxylated ester. Yields the product BrCCCCCCCCCC(=O)OCC (ethyl 10-bromodecanoate). Reaction SMILES: [CH3:1][CH2:2][O:3][C:4]([CH2:6][CH2:7][CH2:8][CH2:9][CH2:10][CH2:11][CH2:12][CH2:13][CH:14]=C)=[O:5].[BH4-].[Na+].OCCCCCCCCCC(OCC)=O.P(Br)(Br)[Br:34]>>[Br:34][CH2:14][CH2:13][CH2:12][CH2:11][CH2:10][CH2:9][CH2:8][CH2:7][CH2:6][C:4]([O:3][CH2:2][CH3:1])=[O:5] |f:1.2|. Procedure details: The order of functionalization and esterification is not critical. For example, rather than performing an ozonolysis of the starting material, for example, 10-undecylenic acid, as described above, the starting material first may be esterified with ethanol or other alcohol to form an ester, for example, ethyl 10-undecylenate. Next, the ester can undergo functionalization by first ozonating the ester and then reducing the ozonide using, for example, sodium borohydride to form a hydroxylated ester,...